This data is from the Open Reaction Database (ORD), a public repository of structured organic reaction records. The task is: describe an organic reaction: reactants, conditions, products, and yield The reactants are ClC1=CC2=C(NC3=C(C=CC(=C23)C2=CC(=CC=C2)S(=O)(=O)CC)OCCCO)N=C1 (3-(3-chloro-5-(3-(ethylsulfonyl)phenyl)-9H-pyrido[2,3-b]indol-8-yloxy)propan-1-ol), C(C)S(=O)(=O)C=1C=C(C=CC1)C1=CN=C(C2=C1C1=C(N2)N=CC(=C1)C)OC[C@@H](C)OC([C@@H](N)C)=O (L-Alanine-(R)-2-[5-(3-ethanesulfonyl-phenyl)-3-methyl-9H-dipyrido[2,3-b;4′,3 ′-d]pyrrol-8-yloxy]-1-methyl-ethyl ester). The product is ClC1=CC2=C(NC3=C(C=CC(=C23)C2=CC(=CC=C2)S(=O)(=O)CC)OCCCOC([C@H](C)N)=O)N=C1 ((S)-3-(3-chloro-5-(3-(ethylsulfonyl)phenyl)-9H-pyrido[2,3-b]indol-8-yloxy)propyl2-aminopropanoate). RXN SMILES: [Cl:1][C:2]1[CH:30]=[N:29][C:5]2[NH:6][C:7]3[C:12]([C:4]=2[CH:3]=1)=[C:11]([C:13]1[CH:18]=[CH:17][CH:16]=[C:15]([S:19]([CH2:22][CH3:23])(=[O:21])=[O:20])[CH:14]=1)[CH:10]=[CH:9][C:8]=3[O:24][CH2:25][CH2:26][CH2:27][OH:28].C(S(C1C=C(C2[C:47]3C4C=C(C)C=NC=4[NH:50][C:46]=3[C:45]([O:56]C[C@H](OC(=O)[C@H](C)N)C)=NC=2)C=CC=1)(=O)=O)C>>[Cl:1][C:2]1[CH:30]=[N:29][C:5]2[NH:6][C:7]3[C:12]([C:4]=2[CH:3]=1)=[C:11]([C:13]1[CH:18]=[CH:17][CH:16]=[C:15]([S:19]([CH2:22][CH3:23])(=[O:21])=[O:20])[CH:14]=1)[CH:10]=[CH:9][C:8]=3[O:24][CH2:25][CH2:26][CH2:27][O:28][C:45](=[O:56])[C@@H:46]([NH2:50])[CH3:47]. Procedure: The title compound was prepared from Compound 225 by using an analogous procedure to that outlined in the preparation of Compound 64. 1H NMR (400 MHz, Methanol-d4) δ 8.36 (s, 1 H) 8.12 (s, 1 H) 8.08 (m, 1 H) 7.97 (m, 1 H) 7.88 (t, J=7.84 Hz, 1 H) 7.69 (s, 1 H) 7.21 (d, J=8.32 Hz, 1 H) 7.16 (d, J=8.32 Hz, 1 H) 4.65 (m, 2 H) 4.42 (t, J=6.08 Hz, 2 H) 4.14 (q, J=7.32Hz, H) 3.36 (q, J=7.6 Hz, 2 H) 2.39 (m, 2 H) 1.55 (d, J=7.32 Hz, 3 H) 1.33 (t, J=7.6 Hz, 3 H). [M+H] calc'd for C25H27ClN3O5S, 516; fou... The yield is 45.4%. Reaction SMILES: [F:1][C:2]([F:13])([F:12])[C:3]1[CH:11]=[CH:10][C:6]([C:7](Cl)=[O:8])=[CH:5][CH:4]=1.[C:14]([O:18][C:19](=[O:46])[CH2:20][N:21]([C:36]1[CH:41]=[CH:40][CH:39]=[CH:38][C:37]=1[Sn](C)(C)C)[C:22](=[O:35])[CH2:23][NH:24][C:25]([NH:27][C:28]1[CH:29]=[C:30]([CH3:34])[CH:31]=[CH:32][CH:33]=1)=[O:26])([CH3:17])([CH3:16])[CH3:15].O>C1(C)C=CC=CC=1>[C:14]([O:18][C:19](=[O:46])[CH2:20][N:21]([C:36]1[CH:37]=[CH:38][CH:39]=[CH:40][C:41]=1[C:7](=[O:8])[C:6]1[CH:10]=[CH:11][C:3]([C:2]([F:13])([F:12])[F:1])=[CH:4][CH:5]=1)[C:22](=[O:35])[CH2:23][NH:24][C:25]([NH:27][C:28]1[CH:29]=[C:30]([CH3:34])[CH:31]=[CH:32][CH:33]=1)=[O:26])([CH3:17])([CH3:15])[CH3:16]. The solvent is C1(=CC=CC=C1)C (toluene). Reaction conditions: temperature 50 celsius, time 20 minute. Product: C(C)(C)(C)OC(CN(C(CNC(=O)NC=1C=C(C=CC1)C)=O)C1=C(C=CC=C1)C(C1=CC=C(C=C1)C(F)(F)F)=O)=O (tert-Butyl((2-(4-trifluoromethylbenzoyl)phenyl)-(2-(3-m-tolylureido)-acetyl)amino)acetate). The reactants are FC(C1=CC=C(C(=O)Cl)C=C1)(F)F (4-trifluoromethylbenzoyl chloride), dichlorobisacetonitrile palladium, dichlorobisacetonitrile palladium, C(C)(C)(C)OC(CN(C(CNC(=O)NC=1C=C(C=CC1)C)=O)C1=C(C=CC=C1)[Sn](C)(C)C)=O (tert-Butyl((2-trimethylstannylphenyl)-(2-(3-m-tolylureido)acetyl)amino)acetate), C(C)(C)(C)OC(CN(C(CNC(=O)NC=1C=C(C=CC1)C)=O)C1=C(C=CC=C1)[Sn](C)(C)C)=O (tert-Butyl((2-trimethylstannylphenyl)-(2-(3-m-tolylureido)acetyl)amino)acetate), O (water). Procedure details: To a solution of 4-trifluoromethylbenzoyl chloride (53 μl, 0.36 mmol) in toluene (4 ml) is added dichlorobisacetonitrile palladium (12.5 mg, 0.036 mmol) at room temperature. Then, tert-butyl((2-trimethylstannylphenyl)-(2-(3-m-tolylureido)acetyl)amino)acetate (compound 25) (200 mg, 0.36 mmol) is added, and the mixture is stirred at 50° C. for 20 minutes. After addition of dichlorobisacetonitrile palladium (6.2 mg, 0.018 mmol), stirring is confinated for additional 10 minutes. To the reaction solu... Reactants: O=C1C2C(=CC=3C=NC=NC13)OCN2 (4-oxo-3H-oxazolo[5,4-g]quinazoline), nitro, OC=1C(=CC(=C(C(=O)N)C1)[N+](=O)[O-])[N+](=O)[O-] (5-hydroxy-2,4-dinitrobenzamide), formula VIII. The reagents and catalysts are [Pd] (palladium). Product: NC1=C(C(=O)N)C=C(C(=C1)N)O (2,4-diamino-5-hydroxybenzamide). RXN SMILES: O=C1C2N=CN=CC=2C=C2OCNC12.[OH:15][C:16]1[C:17]([N+:28]([O-])=O)=[CH:18][C:19]([N+:25]([O-])=O)=[C:20]([CH:24]=1)[C:21]([NH2:23])=[O:22]>[Pd]>[NH2:25][C:19]1[CH:18]=[C:17]([NH2:28])[C:16]([OH:15])=[CH:24][C:20]=1[C:21]([NH2:23])=[O:22]. Procedure details: Scheme 2 can be illustrated with reference to the preparation of 4-oxo-3H-oxazolo[5,4-g]quinazoline. In this process, 5-hydroxy-2,4-dinitrobenzamide (compound of formula VIII in which Y1 is amino, Y2 is O, Y4 is hydroxy and Y5 is nitro) is hydrogenated over 5% palladium over carbon at about 60 psi for about 3 hours to give 2,4-diamino-5-hydroxybenzamide. To this product is added formic acid and the mixture is heated to reflux for about 48 hours to provide 4-oxo-3H-oxazolo[5,4-g]quinazoline. In t... The reactants are C(CC(=O)C)(=O)OC(C)(C)C (tert-butyl acetoacetate), [Mg] (magnesium), ice water, S(O)(O)(=O)=O (sulfuric acid), C(C1=CC=CC=C1)(=O)Cl (benzoyl chloride). Run in C(C)O (ethanol), C(C)O (ethanol), ClC(Cl)(Cl)Cl (tetrachloromethane). Reaction conditions: time 4 hour. Yields the product C(C1=CC=CC=C1)(=O)C(C(=O)OC(C)(C)C)C(=O)C (tert-butyl 2-benzoylacetoacetate). The yield is 73.3%. RXN SMILES: [Mg].[C:2]([O:8][C:9]([CH3:12])([CH3:11])[CH3:10])(=[O:7])[CH2:3][C:4]([CH3:6])=[O:5].[C:13](Cl)(=[O:20])[C:14]1[CH:19]=[CH:18][CH:17]=[CH:16][CH:15]=1.S(=O)(=O)(O)O>C(O)C.ClC(Cl)(Cl)Cl>[C:13]([CH:3]([C:4]([CH3:6])=[O:5])[C:2]([O:8][C:9]([CH3:10])([CH3:12])[CH3:11])=[O:7])(=[O:20])[C:14]1[CH:19]=[CH:18][CH:17]=[CH:16][CH:15]=1. Procedure details: 5 ml of tetrachloromethane were added to 24.3 g (1 mol) of magnesium turnings in 50 ml of dry ethanol under nitrogen and in the absence of moisture. After the beginning of gas evolution, a solution of 177.7 g (1 mol) of tert-butyl acetoacetate in 100 ml of dry ethanol was slowly added dropwise, the reaction mixture being kept at reflux temperature. Stirring was carried out for a further 4 hours at this temperature, after which the mixture was cooled. 78.5 g (1 mol) of benzoyl chloride was slowly... As a reaction SMILES: [Br:20][CH2:21][C:22](=[O:23])[O:24][CH2:25][CH3:26].[CH3:28][C:29](=[O:30])[O-:31].[CH3:32][CH2:33][OH:34].[Cl:1][c:2]1[cH:3][c:4]([O:9][c:10]2[c:11]([Cl:19])[cH:12][c:13]([N+:16](=[O:17])[O-:18])[cH:14][cH:15]2)[c:5]([NH2:6])[cH:7][cH:8]1.[Na+:27]>>[Cl:1][c:2]1[cH:3][c:4]([O:9][c:10]2[c:11]([Cl:19])[cH:12][c:13]([N+:16](=[O:17])[O-:18])[cH:14][cH:15]2)[c:5]([NH:6][CH2:21][C:22](=[O:23])[O:24][CH2:25][CH3:26])[cH:7][cH:8]1. Yields the product CCOC(=O)CNc1ccc(Cl)cc1Oc1ccc([N+](=O)[O-])cc1Cl. Reactants: CCOC(=O)CBr, CC(=O)[O-], CCO, Nc1ccc(Cl)cc1Oc1ccc([N+](=O)[O-])cc1Cl, [Na+]. Starting materials: CCOC(=O)c1cc(-c2ccncc2)n[nH]c1=O, CCO, NN, O. Yields the product NNC(=O)c1cc(-c2ccncc2)n[nH]c1=O. RXN SMILES: [CH2:1]([O:3][C:4](=[O:2])[c:6]1[c:7](=[O:18])[nH:8][n:9][c:10](-[c:12]2[cH:13][cH:14][n:15][cH:16][cH:17]2)[cH:11]1)[CH3:5].[CH3:22][CH2:23][OH:24].[NH2:20][NH2:21].[OH2:19]>>[O:3]=[C:4]([c:6]1[c:7](=[O:18])[nH:8][n:9][c:10](-[c:12]2[cH:13][cH:14][n:15][cH:16][cH:17]2)[cH:11]1)[NH:20][NH2:21]. The reactants are FC(C=1C=C(C=CC1)CC#N)(F)F (2-(3-trifluoromethylphenyl)acetonitrile), [OH-].[NH4+] (ammonium hydroxide). The reagents and catalysts are [Ni] (Raney Nickel). Run in C(C)O (ethanol). Reaction conditions: time 18 hour. The product is FC(C=1C=C(C=CC1)CCN)(F)F (2-(3-Trifluoromethylphenyl)ethylamine). The yield is 93.2%. RXN SMILES: [F:1][C:2]([F:13])([F:12])[C:3]1[CH:4]=[C:5]([CH2:9][C:10]#[N:11])[CH:6]=[CH:7][CH:8]=1.[OH-].[NH4+]>[Ni].C(O)C>[F:1][C:2]([F:12])([F:13])[C:3]1[CH:4]=[C:5]([CH2:9][CH2:10][NH2:11])[CH:6]=[CH:7][CH:8]=1 |f:1.2|. Reported procedure: A mixture of 7.20 g (38.9 mmole) 2-(3-trifluoromethylphenyl)acetonitrile, 0.75 g Raney Nickel, 30 ml ethanol and 4.0 ml concentrated ammonium hydroxide was flushed with nitrogen, then hydrogenated at 3.5 kg/cm2 for 18 hours. The catalyst was removed by filtration under nitrogen and the filtrate evaporated in vacuo to afford 6.86 g (93%) of the title amine as a red oil. 1H-NMR(CDCl3)ppm(delta): 0.65-1.40 (bs, 2H), 2.65-3.40 (m, 4H), 7.30-7.60 (m, 4H).